From a dataset of the Open Reaction Database (ORD), a public repository of structured organic reaction records. describe an organic reaction: reactants, conditions, products, and yield Run in CN(C=O)C (dimethylformamide), O (water). Reported procedure: A solution of ethanethiol (1.49 ml.) in dry dimethylformamide (30 ml.) in an atmosphere of nitrogen is treated portionwise with sodium hydride (800 mg. of a 60% dispersion in mineral oil), with stirring at 20°-25° C. After 15 mins. the internal temperature is raised to 100° C. and the 4-methoxy-1'-allylthioxanthene-9-spiro-4'-piperidine (1.685 g.) is added in one portion. The solution is heated at 100° C. for 45 mins., cooled to ambient temperature, poured into water (300 ml.), acidified with co... RXN SMILES: C(S)C.[H-].[Na+].C[O:7][C:8]1[C:13]2[S:14][C:15]3[C:20]([C:21]4([CH2:26][CH2:25][N:24]([CH2:27][CH:28]=[CH2:29])[CH2:23][CH2:22]4)[C:12]=2[CH:11]=[CH:10][CH:9]=1)=[CH:19][CH:18]=[CH:17][CH:16]=3.Cl>CN(C)C=O.O>[OH:7][C:8]1[C:13]2[S:14][C:15]3[C:20]([C:21]4([CH2:26][CH2:25][N:24]([CH2:27][CH:28]=[CH2:29])[CH2:23][CH2:22]4)[C:12]=2[CH:11]=[CH:10][CH:9]=1)=[CH:19][CH:18]=[CH:17][CH:16]=3 |f:1.2|. Conditions: temperature 100 celsius, time 15 minute. Yields the product OC1=CC=CC2=C1SC1=CC=CC=C1C21CCN(CC1)CC=C (4-hydroxy-1'-allylthioxanthene-9-spiro-4'-piperidine). Reactants: C(C)S (ethanethiol), [H-].[Na+] (sodium hydride), Cl (HCl), COC1=CC=CC2=C1SC1=CC=CC=C1C21CCN(CC1)CC=C (4-methoxy-1'-allylthioxanthene-9-spiro-4'-piperidine). The reactants are COCc1ccc(OC)c(Br)c1OC, O=Cc1cn(C(c2ccccc2)(c2ccccc2)c2ccccc2)cn1. The product is COCc1ccc(OC)c(C(O)c2cn(C(c3ccccc3)(c3ccccc3)c3ccccc3)cn2)c1OC. RXN SMILES: [Br:1][c:2]1[c:3]([O:13][CH3:14])[c:4]([CH2:10][O:11][CH3:12])[cH:5][cH:6][c:7]1[O:8][CH3:9].[c:15]1([C:21]([n:22]2[cH:23][n:24][c:25]([CH:27]=[O:28])[cH:26]2)([c:29]2[cH:30][cH:31][cH:32][cH:33][cH:34]2)[c:35]2[cH:36][cH:37][cH:38][cH:39][cH:40]2)[cH:16][cH:17][cH:18][cH:19][cH:20]1>>[c:2]1([CH:27]([c:25]2[n:24][cH:23][n:22]([C:21]([c:15]3[cH:16][cH:17][cH:18][cH:19][cH:20]3)([c:29]3[cH:30][cH:31][cH:32][cH:33][cH:34]3)[c:35]3[cH:36][cH:37][cH:38][cH:39][cH:40]3)[cH:26]2)[OH:28])[c:3]([O:13][CH3:14])[c:4]([CH2:10][O:11][CH3:12])[cH:5][cH:6][c:7]1[O:8][CH3:9]. The reactants are Cc1c(Br)cccc1CCO[Si](C)(C)C(C)(C)C, C1CCOC1, CN(C)C=O, [Li]CCCC. Yields the product Cc1c(C=O)cccc1CCO[Si](C)(C)C(C)(C)C. RXN SMILES: [Br:1][c:2]1[c:3]([CH3:18])[c:4]([CH2:5][CH2:6][O:7][Si:8]([CH3:9])([CH3:10])[C:11]([CH3:12])([CH3:13])[CH3:14])[cH:15][cH:16][cH:17]1.[CH2:29]1[O:30][CH2:31][CH2:32][CH2:33]1.[CH3:24][N:25]([CH:26]=[O:27])[CH3:28].[Li:19][CH2:20][CH2:21][CH2:22][CH3:23]>>[c:2]1([CH:26]=[O:27])[c:3]([CH3:18])[c:4]([CH2:5][CH2:6][O:7][Si:8]([CH3:9])([CH3:10])[C:11]([CH3:12])([CH3:13])[CH3:14])[cH:15][cH:16][cH:17]1. Starting materials: [Br-], N#CCCCC[Zn+], CCOC(C)=O, O=C(Cc1ccccc1)Nc1ccc(Cl)nn1, Cl. Product: N#CCCCCc1ccc(NC(=O)Cc2ccccc2)nn1. As a reaction SMILES: [Br-:1].[C:2](#[N:3])[CH2:4][CH2:5][CH2:6][CH2:7][Zn+:8].[CH3:27][CH2:28][O:29][C:30]([CH3:31])=[O:32].[Cl:9][c:10]1[cH:11][cH:12][c:13]([NH:16][C:17]([CH2:18][c:19]2[cH:20][cH:21][cH:22][cH:23][cH:24]2)=[O:25])[n:14][n:15]1.[ClH:26]>>[C:2](#[N:3])[CH2:4][CH2:5][CH2:6][CH2:7][c:10]1[cH:11][cH:12][c:13]([NH:16][C:17]([CH2:18][c:19]2[cH:20][cH:21][cH:22][cH:23][cH:24]2)=[O:25])[n:14][n:15]1. Reactants: C([O-])([O-])=O.[Na+].[Na+] (sodium carbonate), C1(=CC=CC=C1)P(C1=C(C=CC=C1)OC1=C(C=CC=C1)P(C1=CC=CC=C1)C1=CC=CC=C1)C1=CC=CC=C1 (bis(2-diphenylphosphinophenyl)ether), OC1=C(C(=O)OC(C)(C)C)C=CC(=C1C(F)(F)F)COC1=CC=C(C=C1)B1OC(C(O1)(C)C)(C)C (tert-butyl 2-hydroxy-{[4-(4,4,5,5-tetramethyl-1,3,2-dioxaborolan-2-yl)phenoxy]methyl}-3-(trifluoromethyl)benzoate), COC=1C=C(C=CC1OS(=O)(=O)C(F)(F)F)CC(=O)OC (methyl (3-methoxy-4-{[(trifluoromethyl)sulfonyl]oxy}phenyl)acetate). Reagents/catalysts: C=1C=CC(=CC1)/C=C/C(=O)/C=C/C2=CC=CC=C2.C=1C=CC(=CC1)/C=C/C(=O)/C=C/C2=CC=CC=C2.C=1C=CC(=CC1)/C=C/C(=O)/C=C/C2=CC=CC=C2.[Pd].[Pd] (tris(dibenzylideneacetone)dipalladium). The solvent is O (water), C=1(C(=CC=CC1)CCO)C (toluene-ethanol). Conditions: temperature 100 celsius, time 5 hour. Yields the product C(C)(C)(C)OC(=O)C1=C(COC2=CC=C(C=C2)C2=C(C=C(C=C2)CC(=O)O)OC)C=CC(=C1O)C(F)(F)F ((4′-{[2-(tert-Butoxycarbonyl)-3-hydroxy-4-(trifluoromethyl)benzyl]oxy}-2-methoxy-1,1′-biphenyl-4-yl)acetic acid). Isolated yield 201.9%. RXN SMILES: C(=O)([O-])[O-].[Na+].[Na+].C1(P(C2C=CC=CC=2)[C:14]2[CH:19]=[CH:18][CH:17]=[CH:16][C:15]=2[O:20][C:21]2C=CC=CC=2P(C2C=CC=CC=2)C2C=CC=CC=2)C=CC=CC=1.[OH:46][C:47]1[C:59]([C:60]([F:63])([F:62])[F:61])=[C:58](COC2C=CC(B3OC(C)(C)C(C)(C)O3)=CC=2)[CH:57]=[CH:56][C:48]=1[C:49]([O:51][C:52]([CH3:55])([CH3:54])[CH3:53])=[O:50].[CH3:81][O:82][C:83]1[CH:84]=[C:85]([CH2:97][C:98]([O:100]C)=[O:99])[CH:86]=[CH:87][C:88]=1OS(C(F)(F)F)(=O)=O>C1(C)C(CCO)=CC=CC=1.C1C=CC(/C=C/C(/C=C/C2C=CC=CC=2)=O)=CC=1.C1C=CC(/C=C/C(/C=C/C2C=CC=CC=2)=O)=CC=1.C1C=CC(/C=C/C(/C=C/C2C=CC=CC=2)=O)=CC=1.[Pd].[Pd].O>[C:52]([O:51][C:49]([C:48]1[C:47]([OH:46])=[C:59]([C:60]([F:62])([F:61])[F:63])[CH:58]=[CH:57][C:56]=1[CH2:21][O:20][C:15]1[CH:16]=[CH:17][C:18]([C:88]2[CH:87]=[CH:86][C:85]([CH2:97][C:98]([OH:100])=[O:99])=[CH:84][C:83]=2[O:82][CH3:81])=[CH:19][CH:14]=1)=[O:50])([CH3:55])([CH3:53])[CH3:54] |f:0.1.2,7.8.9.10.11|. Procedure details: After a 2M aqueous sodium carbonate solution (0.5 ml), tris(dibenzylideneacetone)dipalladium (0) (18 mg, 0.02 mmol) and bis(2-diphenylphosphinophenyl)ether (DPEphos) (22 mg, 0.04 mmol) were added to a solution of tert-butyl 2-hydroxy-{[4-(4,4,5,5-tetramethyl-1,3,2-dioxaborolan-2-yl)phenoxy]methyl}-3-(trifluoromethyl)benzoate (100 mg, 0.20 mmol) obtained in Example (22-4) and methyl (3-methoxy-4-{[(trifluoromethyl)sulfonyl]oxy}phenyl)acetate (79 mg, 0.24 mmol) obtained in Example (22-5) in a mixt... Yields the product CC1=CC=C(OC2=C(C=CC=C2)CC(=O)OC)C=C1 (methyl 2-(4-methylphenoxy)phenylacetate). Run at time 15 minute. Procedure details: To a cooled (0° C.) suspension of KH (2.12 g, 1.0 eq) in DMF (30 mL) was added a solution of p-cresol (2.00 g, 18.5 mmol) in 20 mL of DMF. The reaction mixture was stirred 15 minutes, then 18-crown-6 (200 mg) was added followed by a solution of 4.24 g (18.5 mmol) of methyl 2-bromophenylacetate dissolved in 10 mL of DMF. The reaction mixture was stirred 45 minutes, then partitioned between ethyl acetate and water. The organic layer was washed with water, brine, dried (MgSO4), filtered and evapora... The reagents and catalysts are C1COCCOCCOCCOCCOCCO1 (18-crown-6). RXN SMILES: [CH:1]1[C:6]([OH:7])=[CH:5][CH:4]=[C:3]([CH3:8])[CH:2]=1.Br[C:10]1[CH:15]=[CH:14][CH:13]=[CH:12][C:11]=1[CH2:16][C:17]([O:19][CH3:20])=[O:18]>CN(C=O)C.C1OCCOCCOCCOCCOCCOC1>[CH3:8][C:3]1[CH:4]=[CH:5][C:6]([O:7][C:10]2[CH:15]=[CH:14][CH:13]=[CH:12][C:11]=2[CH2:16][C:17]([O:19][CH3:20])=[O:18])=[CH:1][CH:2]=1. The solvent is CN(C)C=O (DMF), CN(C)C=O (DMF), CN(C)C=O (DMF). Starting materials: BrC1=C(C=CC=C1)CC(=O)OC (methyl 2-bromophenylacetate), C1=CC(=CC=C1O)C (p-cresol). Yield: 55.5%.